From a dataset of the Open Reaction Database (ORD), a public repository of structured organic reaction records. describe an organic reaction: reactants, conditions, products, and yield Reactants: NaHCO3(sat), CNCCN1C(C2=CC=CC=C2C1=O)=O (2-(2-methylamino-ethyl)-isoindole-1,3-dione), C(C1=CN=CC=C1)=O (nicotinaldehyde), [Na] (sodium), C(C)(=O)O (acetic acid). Solvent: ClCCl (dichloromethane). Conditions: time 1 hour. Product: C1(NC(C2=CC=CC=C12)=O)=O (isoindole-1,3-dione). Yield: 57.0%. As a reaction SMILES: CNCC[N:5]1[C:13](=[O:14])[C:12]2[C:7](=[CH:8][CH:9]=[CH:10][CH:11]=2)[C:6]1=[O:15].C(=O)C1C=CC=NC=1.[Na].C(O)(=O)C>ClCCl>[C:6]1(=[O:15])[C:7]2[C:12](=[CH:11][CH:10]=[CH:9][CH:8]=2)[C:13](=[O:14])[NH:5]1 |^1:23|. Reported procedure: To a solution of 2-(2-methylamino-ethyl)-isoindole-1,3-dione (1 eq) in dichloromethane was added nicotinaldehyde (1.5 eq), sodium acetoborohydride (4.5 eq) and acetic acid (1.5 eq). After stirring at room temperature for 1 hour, NaHCO3(sat) was added to the reaction mixture followed by an extraction with dichloromethane. The organic phase was washed with H2O, NaCl(sat) (50 mL), dried over sodium sulfate, filtered and concentrated. The crude product was purified by flash chromatography using a so... Reactants: COC([C@@H](NC(=O)CC1=CN=C(N1CC1=C(C=CC=C1)Cl)CCCC)CC1=CC=CC=C1)=O (N-[{2-n-butyl-1-(2-chlorophenyl)methyl-1H-imidazol-5-yl}methylcarbonyl]-L-phenylalanine methyl ester), ( ii-iii ), Cl.COC([C@@H](N)CC1=CC=CC=C1)=O (L-phenylalanine methyl ester hydrochloride). Yields the product Cl.C(CCC)C=1N(C(=CN1)CC(=O)O)CC1=C(C=CC=C1)Cl (2-[2-n-butyl-1-{(2-chlorophenyl)methyl}-1H-imidazol-5-yl]acetic acid hydrochloride), intermediate. Isolated yield 90.0%. As a reaction SMILES: Cl.C[O:3]C(=O)[C@H](CC1C=CC=CC=1)N.COC(=O)[C@H](CC1C=CC=CC=1)N[C:20]([CH2:22][C:23]1[N:27]([CH2:28][C:29]2[CH:34]=[CH:33][CH:32]=[CH:31][C:30]=2[Cl:35])[C:26]([CH2:36][CH2:37][CH2:38][CH3:39])=[N:25][CH:24]=1)=[O:21]>>[ClH:35].[CH2:36]([C:26]1[N:27]([CH2:28][C:29]2[CH:34]=[CH:33][CH:32]=[CH:31][C:30]=2[Cl:35])[C:23]([CH2:22][C:20]([OH:21])=[O:3])=[CH:24][N:25]=1)[CH2:37][CH2:38][CH3:39] |f:0.1,3.4|. Procedure details: The procedure of Example 12 (ii-iii) was followed using L-phenylalanine methyl ester hydrochloride in place of glycine methyl ester hydrochloride. From 5.59 g (16.3 mmol) of 2-[2-n-butyl-1-{(2-chlorophenyl)methyl}-1H-imidazol-5-yl]acetic acid hydrochloride, there was obtained 6.88 g (90%) of the intermediate N-[{2-n-butyl-1-(2-chlorophenyl)methyl-1H-imidazol-5-yl}methylcarbonyl]-L-phenylalanine methyl ester; mp 88°-90° C. (from ethanol/water). Hydrolysis of this ester provided the title compound... Reactants: C1(=CC=C(C=C1)S(=O)(=O)N1CC2=CC=CC=C2C1)C (2-(p-tolylsulfonyl) isoindoline), C1(=CC=CC=C1)O (phenol), C(CC)(=O)O (propionic acid). Solvent: Br (HBr). Product: C1NCC2=CC=CC=C12 (Isoindoline). Isolated yield 62.6%. RXN SMILES: C1(C)C=CC(S([N:10]2[CH2:18][C:17]3[C:12](=[CH:13][CH:14]=[CH:15][CH:16]=3)[CH2:11]2)(=O)=O)=CC=1.C1(O)C=CC=CC=1.C(O)(=O)CC>Br>[CH2:11]1[C:12]2[C:17](=[CH:16][CH:15]=[CH:14][CH:13]=2)[CH2:18][NH:10]1. Procedure details: A solution of 12.0 g (0.044 mol) of 2-(p-tolylsulfonyl) isoindoline, 12.0 g (0.13 mol) of phenol, 90 ml of 48% HBr, and 15 ml (0.201 mol) of propionic acid was refluxed for two hours. The mixture was cooled to room temperature, triturated with diethyl ether, and then added to a solution of 75 gm of sodium hydroxide in 200 ml of cold water. This mixture was extracted with diethyl ether and the combined ether extracts were washed with water. The organic phase was dried over magnesium sulfate, conc... The reactants are COc1cnc(N2CCOCC2)c2sc(NC(=O)c3ccnc(Br)c3)nc12, O=C([O-])[O-], COC1CNC1, Cl, [Cs+], [Cs+]. The product is COc1cnc(N2CCOCC2)c2sc(NC(=O)c3ccnc(N4CC(OC)C4)c3)nc12. Reaction SMILES: [Br:1][c:2]1[cH:3][c:4]([C:5](=[O:6])[NH:7][c:8]2[s:9][c:10]3[c:11]([N:19]4[CH2:20][CH2:21][O:22][CH2:23][CH2:24]4)[n:12][cH:13][c:14]([O:17][CH3:18])[c:15]3[n:16]2)[cH:25][cH:26][n:27]1.[C:28](=[O:29])([O-:30])[O-:31].[CH3:35][O:36][CH:37]1[CH2:38][NH:39][CH2:40]1.[ClH:34].[Cs+:32].[Cs+:33]>>[c:2]1([N:39]2[CH2:38][CH:37]([O:36][CH3:35])[CH2:40]2)[cH:3][c:4]([C:5](=[O:6])[NH:7][c:8]2[s:9][c:10]3[c:11]([N:19]4[CH2:20][CH2:21][O:22][CH2:23][CH2:24]4)[n:12][cH:13][c:14]([O:17][CH3:18])[c:15]3[n:16]2)[cH:25][cH:26][n:27]1. Starting materials: FC1=CC(=C(N)C=C1)OC (4-fluoro-2-methoxyaniline), Cl.ClCCNCCCl (bis(2-chloroethyl)amine hydrochloride), Cl (hydrochloric acid), O (water). Run in C=1(C(=CC=CC1)C)C (orthoxylene), CO (methanol). The product is Cl.Cl.FC1=CC(=C(C=C1)N1CCNCC1)OC (1-(4-Fluoro-2-methoxyphenyl)piperazine Dihydrochloride). The yield is 51.5%. Reaction SMILES: [F:1][C:2]1[CH:8]=[CH:7][C:5]([NH2:6])=[C:4]([O:9][CH3:10])[CH:3]=1.[ClH:11].[Cl:12][CH2:13][CH2:14][NH:15][CH2:16][CH2:17]Cl.O.Cl>C1(C)C(C)=CC=CC=1.CO>[ClH:12].[ClH:11].[F:1][C:2]1[CH:8]=[CH:7][C:5]([N:6]2[CH2:17][CH2:16][NH:15][CH2:14][CH2:13]2)=[C:4]([O:9][CH3:10])[CH:3]=1 |f:1.2,7.8.9|. Procedure: To a solution of 4-fluoro-2-methoxyaniline (3.0 g) in orthoxylene (50 ml) was added bis(2-chloroethyl)amine hydrochloride (3.8 g) and the mixture was refluxed under heating for 13 hr. The reaction mixture was poured into water and washed with isopropyl ether. To the aqueous layer was added an aqueous sodium hydroxide solution to make it alkaline (pH 12) and the mixture was extracted with ethyl acetate. The extract was washed with saturated brine and dried over anhydrous magnesium sulfate and the... The reactants are O=C([O-])[O-], CNC, CC#N, [K+], [K+], O=[N+]([O-])c1ccc(CBr)cc1. The product is CN(C)Cc1ccc([N+](=O)[O-])cc1. As a reaction SMILES: [C:12](=[O:13])([O-:14])[O-:15].[CH3:18][NH:19][CH3:20].[CH3:21][C:22]#[N:23].[K+:16].[K+:17].[O-:1][N+:2](=[O:3])[c:4]1[cH:5][cH:6][c:7]([CH2:8][Br:9])[cH:10][cH:11]1>>[O-:1][N+:2](=[O:3])[c:4]1[cH:5][cH:6][c:7]([CH2:8][N:19]([CH3:18])[CH3:20])[cH:10][cH:11]1.